This data is from the Open Reaction Database (ORD), a public repository of structured organic reaction records. The task is: describe an organic reaction: reactants, conditions, products, and yield The reactants are C(C)(C)(C)C1=C(C(=CC(=C1)S)C(C)(C)C)O (2,6-di-tert-butyl-4-mercaptophenol), C1(=CC=CC=C1)N1C(C=CC1=O)=O (N-phenyl maleimide). Run in C(C)N(CC)CC (triethylamine). Product: C1(=CC=CC=C1)N1C(C(CC1=O)SC1=CC(=C(C(=C1)C(C)(C)C)O)C(C)(C)C)=O (N-Phenyl-2-(3,5-di-tert-butyl-4-hydroxyphenylthio)-succinimide). The yield is 13.3%. Reaction SMILES: [C:1]([C:5]1[CH:10]=[C:9]([SH:11])[CH:8]=[C:7]([C:12]([CH3:15])([CH3:14])[CH3:13])[C:6]=1[OH:16])([CH3:4])([CH3:3])[CH3:2].[C:17]1([N:23]2[C:27](=[O:28])[CH:26]=[CH:25][C:24]2=[O:29])[CH:22]=[CH:21][CH:20]=[CH:19][CH:18]=1>C(N(CC)CC)C>[C:17]1([N:23]2[C:27](=[O:28])[CH2:26][CH:25]([S:11][C:9]3[CH:8]=[C:7]([C:12]([CH3:15])([CH3:14])[CH3:13])[C:6]([OH:16])=[C:5]([C:1]([CH3:4])([CH3:3])[CH3:2])[CH:10]=3)[C:24]2=[O:29])[CH:18]=[CH:19][CH:20]=[CH:21][CH:22]=1. Procedure: The procedure of Example 1 is repeated using 10 grams of 2,6-di-tert-butyl-4-mercaptophenol, 7.26 grams of N-phenyl maleimide, and 0.73 grams of triethylamine. The residue is recrystallized from isopropanol to give 2.3 grams (48% yield) of white solid, m.p. 134°-137° C. The reactants are CO, [H][H], Cc1ccc(C(=O)Nc2ccccc2)cc1[N+](=O)[O-], C1CCOC1. Product: Cc1ccc(C(=O)Nc2ccccc2)cc1N. As a reaction SMILES: [CH3:27][OH:28].[H:20][H:21].[N+:1]([O-:2])(=[O:3])[c:4]1[cH:5][c:6]([C:7](=[O:8])[NH:9][c:10]2[cH:11][cH:12][cH:13][cH:14][cH:15]2)[cH:16][cH:17][c:18]1[CH3:19].[O:22]1[CH2:23][CH2:24][CH2:25][CH2:26]1>>[NH2:1][c:4]1[cH:5][c:6]([C:7](=[O:8])[NH:9][c:10]2[cH:11][cH:12][cH:13][cH:14][cH:15]2)[cH:16][cH:17][c:18]1[CH3:19]. Starting materials: COc1cc(OC)cc(C(=O)CBr)c1, CCc1cc2c(=O)[nH]c(=O)n(Cc3ccc(-c4ccccc4C#N)cc3)c2s1, CN(C)C=O, CCOC(C)=O, [H-], [Na+]. Product: CCc1cc2c(=O)n(CC(=O)c3cc(OC)cc(OC)c3)c(=O)n(Cc3ccc(-c4ccccc4C#N)cc3)c2s1. RXN SMILES: [Br:29][CH2:30][C:31](=[O:32])[c:33]1[cH:34][c:35]([O:41][CH3:42])[cH:36][c:37]([O:39][CH3:40])[cH:38]1.[CH2:1]([CH3:2])[c:3]1[cH:4][c:5]2[c:6]([n:7]([CH2:13][c:14]3[cH:15][cH:16][c:17](-[c:20]4[c:21]([C:26]#[N:27])[cH:22][cH:23][cH:24][cH:25]4)[cH:18][cH:19]3)[c:8](=[O:12])[nH:9][c:10]2=[O:11])[s:28]1.[CH3:43][N:44]([CH3:45])[CH:46]=[O:47].[CH3:50][CH2:51][O:52][C:53](=[O:54])[CH3:55].[H-:48].[Na+:49]>>[CH2:1]([CH3:2])[c:3]1[cH:4][c:5]2[c:6]([n:7]([CH2:13][c:14]3[cH:15][cH:16][c:17](-[c:20]4[c:21]([C:26]#[N:27])[cH:22][cH:23][cH:24][cH:25]4)[cH:18][cH:19]3)[c:8](=[O:12])[n:9]([CH2:30][C:31](=[O:32])[c:33]3[cH:34][c:35]([O:41][CH3:42])[cH:36][c:37]([O:39][CH3:40])[cH:38]3)[c:10]2=[O:11])[s:28]1. The reactants are ClCCl, Cl, N#C[Cu], N#C[K], O=N[O-], COc1cc(C(C)=O)cc(N)c1OC, [Na+], O. The product is COc1cc(C(C)=O)cc(C#N)c1OC. As a reaction SMILES: [CH2:27]([Cl:28])[Cl:29].[ClH:26].[Cu:19][C:20]#[N:21].[K:22][C:23]#[N:24].[N:1]([O-:2])=[O:3].[NH2:5][c:6]1[c:7]([O:17][CH3:18])[c:8]([O:15][CH3:16])[cH:9][c:10]([C:12]([CH3:13])=[O:14])[cH:11]1.[Na+:4].[OH2:25]>>[c:6]1([C:20]#[N:21])[c:7]([O:17][CH3:18])[c:8]([O:15][CH3:16])[cH:9][c:10]([C:12]([CH3:13])=[O:14])[cH:11]1. The reactants are Cl (hydrochloric acid), C(CCCCCC)N (n-heptylamine), C(C1=CC=CC=C1)OC1=C(C=O)C=CC=C1OC (2-benzyloxy-3-methoxybenzaldehyde), [BH4-].[Na+] (sodium borohydride), [BH4-].[Na+] (sodium borohydride), [OH-].[Na+] (sodium hydroxide). The solvent is O (water), C(C)O (Ethyl alcohol). Conditions: temperature 5 celsius. Yields the product C(CCCCCC)NCC1=C(C(=CC=C1)OC)OCC1=CC=CC=C1 (N-heptyl-(2-benzyloxy-3-methoxyphenyl)methylamine). Isolated yield 95.7%. Reaction SMILES: [CH2:1]([NH2:8])[CH2:2][CH2:3][CH2:4][CH2:5][CH2:6][CH3:7].[CH2:9]([O:16][C:17]1[C:24]([O:25][CH3:26])=[CH:23][CH:22]=[CH:21][C:18]=1[CH:19]=O)[C:10]1[CH:15]=[CH:14][CH:13]=[CH:12][CH:11]=1.[BH4-].[Na+].Cl.[OH-].[Na+]>O.C(O)C>[CH2:1]([NH:8][CH2:19][C:18]1[CH:21]=[CH:22][CH:23]=[C:24]([O:25][CH3:26])[C:17]=1[O:16][CH2:9][C:10]1[CH:15]=[CH:14][CH:13]=[CH:12][CH:11]=1)[CH2:2][CH2:3][CH2:4][CH2:5][CH2:6][CH3:7] |f:2.3,5.6|. Reported procedure: Ethyl alcohol (30 ml) and n-heptylamine (5.23 g, 45.4 mmol) were added to 2-benzyloxy-3-methoxybenzaldehyde (10 g, 41.3 mmol), and the mixture was heated with stirring under reflux for 2 hours. The reaction mixture was cooled to 5° C., added with sodium borohydride (2.34 g, 61.9 mmol), and then stirred at room temperature for 10 hours. The reaction mixture was added with water (10 ml) and aqueous 6N hydrochloric acid to decompose excess sodium borohydride, and then made alkaline with 25% aqueous... Reactants: C1COCCO1, CCCCNc1nc(N)c2nc(OC)n(CCCC3CCOC(C)(C)C3)c2n1, CO, CO, ClCCl, Cl. Product: CCCCNc1nc(N)c2[nH]c(=O)n(CCCC3CCOC(C)(C)C3)c2n1. RXN SMILES: [CH2:2]1[O:3][CH2:4][CH2:5][O:6][CH2:7]1.[CH2:8]([CH2:9][CH2:10][CH3:11])[NH:12][c:13]1[n:14][c:15]([NH2:35])[c:16]2[n:17][c:18]([O:33][CH3:34])[n:19]([CH2:22][CH2:23][CH2:24][CH:25]3[CH2:26][C:27]([CH3:31])([CH3:32])[O:28][CH2:29][CH2:30]3)[c:20]2[n:21]1.[CH3:36][OH:37].[CH3:41][OH:42].[Cl:38][CH2:39][Cl:40].[ClH:1]>>[CH2:8]([CH2:9][CH2:10][CH3:11])[NH:12][c:13]1[n:14][c:15]([NH2:35])[c:16]2[nH:17][c:18](=[O:33])[n:19]([CH2:22][CH2:23][CH2:24][CH:25]3[CH2:26][C:27]([CH3:31])([CH3:32])[O:28][CH2:29][CH2:30]3)[c:20]2[n:21]1. The reactants are C=O (formaldehyde), NC(C(=O)OCC1=CC=CC=C1)(C)C (benzyl 2-amino-2-methylpropanoate). Run in C(C)OCC (diethyl ether), C(C)OCC (diethyl ether). Run at time 2 hour. The product is C=NC(C(=O)OCC1=CC=CC=C1)(C)C (benzyl 2-(N-methyleneamino)-2-methylpropanoate). The yield is 98.9%. As a reaction SMILES: [CH2:1]=O.[NH2:3][C:4]([CH3:16])([CH3:15])[C:5]([O:7][CH2:8][C:9]1[CH:14]=[CH:13][CH:12]=[CH:11][CH:10]=1)=[O:6]>C(OCC)C>[CH2:1]=[N:3][C:4]([CH3:16])([CH3:15])[C:5]([O:7][CH2:8][C:9]1[CH:14]=[CH:13][CH:12]=[CH:11][CH:10]=1)=[O:6]. Reported procedure: 37% Aqueous formaldehyde solution (17.3 g) was added over 10 minutes to a stirred solution of benzyl 2-amino-2-methylpropanoate (28.0 g) in diethyl ether at ambient temperature. The two phase mixture was stirred for 21/2 hours then diluted with diethyl ether and washed with brine. The ethereal solution was dried (magnesium sulphate) and solvent evaporated under reduced pressure to give benzyl 2-(N-methyleneamino)-2-methylpropanoate (29.4 g) in equilibrium with its trimer 1,3,5-tri(1-benzyloxycar... The reactants are BrCCCCCCCC(C(=O)OC(C)(C)C)C(=O)OC (t-Butyl methyl 7-bromoheptylmalonate), [I-].[Na+] (Sodium iodide). The solvent is CC(=O)C (acetone). Yields the product ICCCCCCCC(C(=O)OC(C)(C)C)C(=O)OC (t-butyl methyl 7-iodoheptylmalonate). Reaction SMILES: Br[CH2:2][CH2:3][CH2:4][CH2:5][CH2:6][CH2:7][CH2:8][CH:9]([C:17]([O:19][CH3:20])=[O:18])[C:10]([O:12][C:13]([CH3:16])([CH3:15])[CH3:14])=[O:11].[I-:21].[Na+]>CC(C)=O>[I:21][CH2:2][CH2:3][CH2:4][CH2:5][CH2:6][CH2:7][CH2:8][CH:9]([C:17]([O:19][CH3:20])=[O:18])[C:10]([O:12][C:13]([CH3:16])([CH3:15])[CH3:14])=[O:11] |f:1.2|. Reported procedure: t-Butyl methyl 7-bromoheptylmalonate (8.81 g, 25.1 mmol) is dissolved in acetone (50 ml). Sodium iodide (3.7 g, 25.1 mmol) is added and the mixture is stirred at reflux for 2 hours. The reaction mixture is filtered and the filtrate is concentrated to dryness. The residue is dissolved in methylene chloride and filtered again. The filtrate is concentrated to dryness to give t-butyl methyl 7-iodoheptylmalonate as an oil. Starting materials: CC(C(CC(=O)OC)C1=CC=CC=C1)=C (methyl 4-methyl-3-phenyl-4-pentenoate), [H-].[Al+3].[Li+].[H-].[H-].[H-] (lithium aluminum hydride). Run in C1CCOC1 (THF). Conditions: temperature 0 celsius, time 30 minute. Yields the product CC(C(CCO)C1=CC=CC=C1)=C (4-Methyl-3-phenyl-4-penten-1-ol). Yield: 97.1%. Reaction SMILES: [CH3:1][C:2](=[CH2:15])[CH:3]([C:9]1[CH:14]=[CH:13][CH:12]=[CH:11][CH:10]=1)[CH2:4][C:5](OC)=[O:6].[H-].[Al+3].[Li+].[H-].[H-].[H-]>C1COCC1>[CH3:15][C:2](=[CH2:1])[CH:3]([C:9]1[CH:14]=[CH:13][CH:12]=[CH:11][CH:10]=1)[CH2:4][CH2:5][OH:6] |f:1.2.3.4.5.6|. Procedure details: The methyl 4-methyl-3-phenyl-4-pentenoate (258.3 g, 1.251 mol) was added, at 0° C. under nitrogen, to lithium aluminum hydride (25 g, 0.625 mol) in dry THF (1 liter), drop-wise. After 30 minutes, the cooling bath was removed and the reaction allowed reaching room temperature. After 24 h, more THF (1 liter) was added and the reaction was cooled to 0° C. and treated successively with water (25 ml), 5% aqueous sodium hydroxide (75 ml) and water (25 ml). The reaction was stirred at room temperature ... Reactants: FC1=C(C(=O)N2CC3(CC3C2)C2=CC=C(C=C2)Cl)C=CC=C1 (3-(o-fluorobenzoyl)-1-(p-chlorophenyl)-3-azabicyclo[3.1.0]hexane), [H-].COCCO[Al+]OCCOC.[Na+].[H-] (sodium bis(2-methoxyethoxy)aluminum hydride), Cl (hydrochloric acid). The solvent is CCOCC (ether). Product: Cl.ClC1=CC=C(C=C1)C12CN(CC2C1)CC1=C(C=CC=C1)F (1-(p-Chlorophenyl)-3-(o-fluorobenzyl)-3-azabicyclo[3.1.0]hexane hydrochloride). RXN SMILES: [F:1][C:2]1[CH:22]=[CH:21][CH:20]=[CH:19][C:3]=1[C:4]([N:6]1[CH2:11][CH:10]2[C:8]([C:12]3[CH:17]=[CH:16][C:15]([Cl:18])=[CH:14][CH:13]=3)([CH2:9]2)[CH2:7]1)=O.[H-].COCCO[Al+]OCCOC.[Na+].[H-].Cl>CCOCC>[ClH:18].[Cl:18][C:15]1[CH:16]=[CH:17][C:12]([C:8]23[CH2:9][CH:10]2[CH2:11][N:6]([CH2:4][C:3]2[CH:19]=[CH:20][CH:21]=[CH:22][C:2]=2[F:1])[CH2:7]3)=[CH:13][CH:14]=1 |f:1.2.3.4,7.8|. Reported procedure: A 13.9 g portion of 3-(o-fluorobenzoyl)-1-(p-chlorophenyl)-3-azabicyclo[3.1.0]hexane is reacted as described in Example 19 with 50 ml of sodium bis(2-methoxyethoxy)aluminum hydride (70% benzene solution) yielding a light yellow oil. This base is treated with ethanolic hydrochloric acid and ether to give the hydrochloride as a white solid, mp 204°-206° C.